This data is from the Open Reaction Database (ORD), a public repository of structured organic reaction records. The task is: describe an organic reaction: reactants, conditions, products, and yield Starting materials: Cc1cn2c3ccc(Br)cc3c3cc(O)cc(c1=O)c32, CC(C)(C)OC(=O)CBr, O=C([O-])[O-], CS(C)=O, [K+], [K+], O. Yields the product Cc1cn2c3ccc(Br)cc3c3cc(OCC(=O)OC(C)(C)C)cc(c1=O)c32. Reaction SMILES: [Br:1][c:2]1[cH:3][cH:4][c:5]2[n:6]3[c:7]4[c:8]([cH:9][c:10]([OH:15])[cH:11][c:12]4[c:13]2[cH:14]1)[c:16](=[O:20])[c:17]([CH3:19])[cH:18]3.[Br:27][CH2:28][C:29](=[O:30])[O:31][C:32]([CH3:33])([CH3:34])[CH3:35].[C:21](=[O:22])([O-:23])[O-:24].[CH3:37][S:38](=[O:39])[CH3:40].[K+:25].[K+:26].[OH2:36]>>[Br:1][c:2]1[cH:3][cH:4][c:5]2[n:6]3[c:7]4[c:8]([cH:9][c:10]([O:15][CH2:28][C:29](=[O:30])[O:31][C:32]([CH3:33])([CH3:34])[CH3:35])[cH:11][c:12]4[c:13]2[cH:14]1)[c:16](=[O:20])[c:17]([CH3:19])[cH:18]3. Starting materials: P(Cl)(Cl)(Cl)(Cl)Cl (PCl5), P(Cl)(Cl)(Cl)(Cl)Cl (PCl5), CC1=CC=C(C(=O)CC(=O)OCC)C=C1 (ethyl 4-methylbenzoylacetate), P(Cl)(Cl)Cl (PCl3), Cl (HCl). The product is ClC(=CC(=O)Cl)C1=CC=C(C=C1)C (β-chloro-4-methylcinnamoyl chloride). Reaction SMILES: P(Cl)(Cl)(Cl)(Cl)Cl.[CH3:7][C:8]1[CH:21]=[CH:20][C:11]([C:12]([CH2:14][C:15](OCC)=[O:16])=O)=[CH:10][CH:9]=1.P(Cl)(Cl)[Cl:23].[ClH:26]>>[Cl:26][C:12]([C:11]1[CH:20]=[CH:21][C:8]([CH3:7])=[CH:9][CH:10]=1)=[CH:14][C:15]([Cl:23])=[O:16]. Reported procedure: A one liter flask was fitted with a mechanical stirrer, CaCl2 drying tube, condenser and a sidearm addition funnel. 100 gms of PCl5 was placed in the flask. 39 gms of ethyl 4-methylbenzoylacetate and 100 gms of PCl3 were mixed and slowly added to the PCl5 at room temperature. The reaction mixture evolved HCl. After 30 minutes the mixture was cautiously refluxed for 2 hours. At this time PCl3 and POCl3 were distilled from the reaction mixture at reduced pressure. The residue was then distilled at... Reactants: ClC1=C(C=NC=C1)[N+](=O)[O-] (4-chloro-3-nitropyridine), II, halogen, NC1=CC=CC=C1 (aniline), III, Cl (HCl). Run in O.COCCO (water 2-methoxyethanol). The product is C1(=CC=CC=C1)NC1=C(C=NC=C1)[N+](=O)[O-] (4-(N-phenylamino)-3-nitropyridine), VI. Reaction SMILES: Cl[C:2]1[CH:7]=[CH:6][N:5]=[CH:4][C:3]=1[N+:8]([O-:10])=[O:9].[NH2:11][C:12]1[CH:17]=[CH:16][CH:15]=[CH:14][CH:13]=1.Cl>O.COCCO>[C:12]1([NH:11][C:2]2[CH:7]=[CH:6][N:5]=[CH:4][C:3]=2[N+:8]([O-:10])=[O:9])[CH:17]=[CH:16][CH:15]=[CH:14][CH:13]=1 |f:3.4|. Procedure: A solution of 4-chloro-3-nitropyridine (II: R′=4-aza, halogen=Cl) (3.22 g, 0.020 mol), aniline (III: R1′=H) (1.85 mL, 0.020 mol) and conc. HCl (0.17 mL, 0.02 mol) in 1:1 water/2-methoxyethanol (40 mL) was refluxed for 18 hours, then concentrated to dryness. The residue was partitioned between saturated aqueous NaHCO3 and EtOAc, and the organic portion was worked up to give an oil which was chromatographed on silica gel. Petroleum ether eluted foreruns, while EtOAc/petroleum ether (1:1) gave 4-(N... Yields the product CC(C)N1CCC(NC(=O)c2cc3ccccc3n2CC(=O)OC(C)(C)C)CC1. Reactants: CC(C)(C)OC(=O)Cn1c(C(=O)O)cc2ccccc21, CCN1CCOCC1, CC(C)N1CCC(N)CC1, ClCCl, Cl. Reaction SMILES: [C:1]([CH3:2])([CH3:3])([CH3:4])[O:5][C:6](=[O:7])[CH2:8][n:9]1[c:10]([C:18](=[O:19])[OH:20])[cH:11][c:12]2[cH:13][cH:14][cH:15][cH:16][c:17]12.[CH2:21]([N:22]1[CH2:23][CH2:24][O:25][CH2:26][CH2:27]1)[CH3:28].[CH:30]([CH3:31])([CH3:32])[N:33]1[CH2:34][CH2:35][CH:36]([NH2:39])[CH2:37][CH2:38]1.[Cl:40][CH2:41][Cl:42].[ClH:29]>>[C:1]([CH3:2])([CH3:3])([CH3:4])[O:5][C:6](=[O:7])[CH2:8][n:9]1[c:10]([C:18](=[O:19])[NH:39][CH:36]2[CH2:35][CH2:34][N:33]([CH:30]([CH3:31])[CH3:32])[CH2:38][CH2:37]2)[cH:11][c:12]2[cH:13][cH:14][cH:15][cH:16][c:17]12.